From a dataset of the Open Reaction Database (ORD), a public repository of structured organic reaction records. describe an organic reaction: reactants, conditions, products, and yield Starting materials: FC=1C=C(C=CC1OC)NC1=C(C(=O)NC2=CC=C(C=C2)F)C=CC=N1 (2-(3-fluoro-4-methoxyphenylamino)-N-(4-fluorophenyl)nicotinamide), C(Cl)Cl (DCM), C(=O)(O)[O-].[Na+] (NaHCO3), B(Br)(Br)Br (BBr3). The solvent is O (water). Run at temperature 0 celsius, time 2 hour. Product: FC=1C=C(C=CC1O)NC1=C(C(=O)NC2=CC=C(C=C2)F)C=CC=N1 (2-(3-fluoro-4-hydroxyphenylamino)-N-(4-fluorophenyl)nicotinamide). Isolated yield 81.4%. RXN SMILES: [F:1][C:2]1[CH:3]=[C:4]([NH:10][C:11]2[N:26]=[CH:25][CH:24]=[CH:23][C:12]=2[C:13]([NH:15][C:16]2[CH:21]=[CH:20][C:19]([F:22])=[CH:18][CH:17]=2)=[O:14])[CH:5]=[CH:6][C:7]=1[O:8]C.C(Cl)Cl.B(Br)(Br)Br.C([O-])(O)=O.[Na+]>O>[F:1][C:2]1[CH:3]=[C:4]([NH:10][C:11]2[N:26]=[CH:25][CH:24]=[CH:23][C:12]=2[C:13]([NH:15][C:16]2[CH:21]=[CH:20][C:19]([F:22])=[CH:18][CH:17]=2)=[O:14])[CH:5]=[CH:6][C:7]=1[OH:8] |f:3.4|. Procedure details: A 250 mL round-bottomed flask was charged with 2-(3-fluoro-4-methoxyphenylamino)-N-(4-fluorophenyl)nicotinamide (8.00 g, 22.5 mmol) and DCM (75 mL). The reaction mixture was cooled to 0° C. and BBr3 (10.9 ml, 115 mmol) was added dropwise over 5 minutes. The reaction mixture was stirred for 2 hours, then slowly quenched by pipetting the reaction into a flask (500 mL) containing saturated NaHCO3 (20 mL), water (150 mL). This solution was extracted with EtOAc. The organic layer was dried and concen... Starting materials: ClCCCCBr, c1ccc2[nH]ccc2c1. Yields the product ClCCCCn1ccc2ccccc21. Reaction SMILES: [Br:10][CH2:11][CH2:12][CH2:13][CH2:14][Cl:15].[cH:1]1[cH:2][cH:3][c:4]2[nH:5][cH:6][cH:7][c:8]2[cH:9]1>>[cH:1]1[cH:2][cH:3][c:4]2[n:5]([CH2:11][CH2:12][CH2:13][CH2:14][Cl:15])[cH:6][cH:7][c:8]2[cH:9]1. The reactants are CC1N(C2=CC=CC(=C2C=C1)N1CCN(CC1)C(=O)OC(C)(C)C)S(=O)(=O)C1=CC2=CC=CC=C2C=C1 (tert-butyl 4-[2-methyl-1-(β-naphthylsulfonyl)quinolin-5-yl]piperazine-1-carboxylate), C(=O)(C(F)(F)F)O (TFA). The product is FC(C(=O)O)(F)F.CC1N(C2=CC=CC(=C2CC1)N1CCNCC1)S(=O)(=O)C1=CC2=CC=CC=C2C=C1 (1,2,3,4-tetrahydro-2-methyl-5-(piperazin-1-yl)-1-(β-naphthylsulfonyl)quinoline trifluoroacetate). Procedure: The compound prepared in example 8 (260 mg, 0.62 mmol) was dissolved in a mixture of 1 mL TFA and 4 mL CH2Cl2 and stirred for 30 min. The solvent was evaporated and the crude product was purified by a short silica gel column (using CH2Cl2-MeOH 98:2 as eluent). Yield: 180 mg (85.6%) Rf=0.38 (CH2Cl2-MeOH 9:1). Run at time 30 minute. As a reaction SMILES: [CH3:1][CH:2]1[CH:11]=[CH:10][C:9]2[C:4](=[CH:5][CH:6]=[CH:7][C:8]=2[N:12]2[CH2:17][CH2:16][N:15](C(OC(C)(C)C)=O)[CH2:14][CH2:13]2)[N:3]1[S:25]([C:28]1[CH:37]=[CH:36][C:35]2[C:30](=[CH:31][CH:32]=[CH:33][CH:34]=2)[CH:29]=1)(=[O:27])=[O:26].[C:38]([OH:44])([C:40]([F:43])([F:42])[F:41])=[O:39]>C(Cl)Cl>[F:41][C:40]([F:43])([F:42])[C:38]([OH:44])=[O:39].[CH3:1][CH:2]1[CH2:11][CH2:10][C:9]2[C:4](=[CH:5][CH:6]=[CH:7][C:8]=2[N:12]2[CH2:13][CH2:14][NH:15][CH2:16][CH2:17]2)[N:3]1[S:25]([C:28]1[CH:37]=[CH:36][C:35]2[C:30](=[CH:31][CH:32]=[CH:33][CH:34]=2)[CH:29]=1)(=[O:27])=[O:26] |f:3.4|. The solvent is C(Cl)Cl (CH2Cl2). Reactants: [Br-], CC[Mg+], C1CCOC1, CCOC(C)=O, C[Si](C)(C)CCOCn1cc(C=O)nc1C(=O)c1cn(Cc2ccc(Cl)cc2)c2ccccc12, ClCCl, O=[Mn]=O, O. The product is CCC(=O)c1cn(COCC[Si](C)(C)C)c(C(=O)c2cn(Cc3ccc(Cl)cc3)c3ccccc23)n1. Reaction SMILES: [Br-:35].[CH2:36]([CH3:37])[Mg+:38].[CH2:46]1[O:47][CH2:48][CH2:49][CH2:50]1.[CH3:40][CH2:41][O:42][C:43](=[O:44])[CH3:45].[Cl:1][c:2]1[cH:3][cH:4][c:5]([CH2:6][n:7]2[cH:8][c:9]([C:16](=[O:17])[c:18]3[n:19]([CH2:25][O:26][CH2:27][CH2:28][Si:29]([CH3:30])([CH3:31])[CH3:32])[cH:20][c:21]([CH:23]=[O:24])[n:22]3)[c:10]3[cH:11][cH:12][cH:13][cH:14][c:15]23)[cH:33][cH:34]1.[Cl:51][CH2:52][Cl:53].[O:54]=[Mn:55]=[O:56].[OH2:39]>>[Cl:1][c:2]1[cH:3][cH:4][c:5]([CH2:6][n:7]2[cH:8][c:9]([C:16](=[O:17])[c:18]3[n:19]([CH2:25][O:26][CH2:27][CH2:28][Si:29]([CH3:30])([CH3:31])[CH3:32])[cH:20][c:21]([C:23](=[O:24])[CH2:36][CH3:37])[n:22]3)[c:10]3[cH:11][cH:12][cH:13][cH:14][c:15]23)[cH:33][cH:34]1. Reactants: C(C)(C)(C)OC(N[C@]12CCC[C@](CC1)(C2)NC(=O)C2=NC=CN=C2)=O ({(1R,5S)-5-[(pyrazine-2-carbonyl)-amino]-bicyclo[3.2.1]oct-1-yl}-carbamic acid tert-butyl ester), C(C)(C)(C)OC(N[C@]12CCC[C@](CC1)(C2)NC(=O)C2=NC=CN=C2)=O ({(1R,5S)-5-[(pyrazine-2-carbonyl)-amino]-bicyclo[3.2.1]oct-1-yl}-carbamic acid tert-butyl ester), Cl (hydrogen chloride). Run in C(Cl)Cl (methylene chloride), O1CCOCC1 (1,4-dioxane). Run at time 8 hour. The product is Cl.N[C@]12CCC[C@](CC1)(C2)NC(=O)C2=NC=CN=C2 (pyrazine-2-carboxylic acid ((1S,5R)-5-amino-bicyclo[3.2.1]oct-1-yl)-amide HCl salt). RXN SMILES: C(OC(=O)[NH:7][C@@:8]12[CH2:15][C@@:12]([NH:16][C:17]([C:19]3[CH:24]=[N:23][CH:22]=[CH:21][N:20]=3)=[O:18])([CH2:13][CH2:14]1)[CH2:11][CH2:10][CH2:9]2)(C)(C)C.[ClH:26]>C(Cl)Cl.O1CCOCC1>[ClH:26].[NH2:7][C@@:8]12[CH2:15][C@@:12]([NH:16][C:17]([C:19]3[CH:24]=[N:23][CH:22]=[CH:21][N:20]=3)=[O:18])([CH2:13][CH2:14]1)[CH2:11][CH2:10][CH2:9]2 |f:4.5|. Reported procedure: To a solution of {(1R,5S)-5-[(pyrazine-2-carbonyl)-amino]-bicyclo[3.2.1]oct-1-yl}-carbamic acid tert-butyl ester (intermediate 15, 0.9 g, 2.6 mmol) in methylene chloride (5.0 mL) was added 4 M of hydrogen chloride in 1,4-dioxane (6.5 mL). After stirring at room temperature overnight, the reaction mixture was concentrated under reduced pressure to afford 0.7 g of pyrazine-2-carboxylic acid ((1S,5R)-5-amino-bicyclo[3.2.1]oct-1-yl)-amide HCl salt, which was used in the next step without further pur... Starting materials: C=NC1=C(C=CC=C1C)C (N-methylene-2,6-dimethylaniline), [OH-].[Na+] (sodium hydroxide), ClC(=O)OC(Cl)(Cl)Cl (trichloromethyl chloroformate), C(C)(C)NC(=S)NC(C)(C)C (1-isopropyl-3-t-butylthiourea). Product: C(C)(C)(C)N=C1SCN(C(N1C(C)C)=O)C1=C(C=CC=C1C)C (2-t-butylimino-3-isopropyl-5-(2,6-dimethylphenyl)tetrahydro-1,3,5-thiadiazin-4-one). The yield is 9.0%. RXN SMILES: [CH2:1]=[N:2][C:3]1[C:8]([CH3:9])=[CH:7][CH:6]=[CH:5][C:4]=1[CH3:10].ClC([O:14][C:15](Cl)(Cl)Cl)=O.[CH:19]([NH:22][C:23]([NH:25][C:26]([CH3:29])([CH3:28])[CH3:27])=[S:24])([CH3:21])[CH3:20].[OH-].[Na+]>>[C:26]([N:25]=[C:23]1[N:22]([CH:19]([CH3:21])[CH3:20])[C:15](=[O:14])[N:2]([C:3]2[C:8]([CH3:9])=[CH:7][CH:6]=[CH:5][C:4]=2[CH3:10])[CH2:1][S:24]1)([CH3:29])([CH3:28])[CH3:27] |f:3.4|. Procedure details: Similarly, 2.7 g (0.02 mole) of N-methylene-2,6-dimethylaniline, 2.0 g (0.01 mole) of trichloromethyl chloroformate, 3.3 g (0.019 mole) of 1-isopropyl-3-t-butylthiourea, and 18 g of a 10% aqueous sodium hydroxide solution were used to obtain 0.3 g (7% yield) of 2-t-butylimino-3-isopropyl-5-(2,6-dimethylphenyl)tetrahydro-1,3,5-thiadiazin-4-one (compound No. 388) of the formula, ##STR180## as white crystals melting at 103°-104° C.